From a dataset of the Open Reaction Database (ORD), a public repository of structured organic reaction records. describe an organic reaction: reactants, conditions, products, and yield Reactants: COc1cccc(C=O)c1OC, O, O=[N+]([O-])O. The product is COc1ccc([N+](=O)[O-])c(C=O)c1OC. Reaction SMILES: [CH3:1][O:2][c:3]1[c:4]([CH:5]=[O:6])[cH:7][cH:8][cH:9][c:10]1[O:11][CH3:12].[OH2:17].[OH:13][N+:14]([O-:15])=[O:16]>>[CH3:1][O:2][c:3]1[c:4]([CH:5]=[O:6])[c:7]([N+:14](=[O:13])[O-:15])[cH:8][cH:9][c:10]1[O:11][CH3:12]. Starting materials: ClC1=CC=C(S1)C1=CC(=NO1)CN1C(=CC2=CC(=CC=C12)C(=O)O)C(NC1CCN(CC1)C(C)C)=O (1-[5-(5-Chloro-thiophen-2-yl)-isoxazol-3-ylmethyl]-2-(1-isopropyl-piperidin-4-ylcarbamoyl)-1H-indole-5-carboxylic acid), CCO (EtOH), C1CCC(CC1)N=C=NC2CCCCC2 (DCC). Reagents/catalysts: CN(C)C=1C=CN=CC1 (DMAP). Run in CN(C)C=O (DMF). Conditions: time 16 hour. Yields the product C(C)OC(=O)C=1C=C2C=C(N(C2=CC1)CC1=NOC(=C1)C=1SC(=CC1)Cl)C(NC1CCN(CC1)C(C)C)=O (1-[5-(5-Chloro-thiophen-2-yl)-isoxazol-3-ylmethyl]-2-(1-isopropyl-piperidin-4-ylcarbamoyl)-1H-indole-5-carboxylic acid ethyl ester). Reaction SMILES: [Cl:1][C:2]1[S:6][C:5]([C:7]2[O:11][N:10]=[C:9]([CH2:12][N:13]3[C:21]4[C:16](=[CH:17][C:18]([C:22]([OH:24])=[O:23])=[CH:19][CH:20]=4)[CH:15]=[C:14]3[C:25](=[O:36])[NH:26][CH:27]3[CH2:32][CH2:31][N:30]([CH:33]([CH3:35])[CH3:34])[CH2:29][CH2:28]3)[CH:8]=2)=[CH:4][CH:3]=1.[CH3:37][CH2:38]O.C1CCC(N=C=NC2CCCCC2)CC1>CN(C=O)C.CN(C1C=CN=CC=1)C>[CH2:37]([O:23][C:22]([C:18]1[CH:17]=[C:16]2[C:21](=[CH:20][CH:19]=1)[N:13]([CH2:12][C:9]1[CH:8]=[C:7]([C:5]3[S:6][C:2]([Cl:1])=[CH:3][CH:4]=3)[O:11][N:10]=1)[C:14]([C:25](=[O:36])[NH:26][CH:27]1[CH2:32][CH2:31][N:30]([CH:33]([CH3:34])[CH3:35])[CH2:29][CH2:28]1)=[CH:15]2)=[O:24])[CH3:38]. Procedure: To a solution of 0.6 g 1-[5-(5-Chloro-thiophen-2-yl)-isoxazol-3-ylmethyl]-2-(1-isopropyl-piperidin-4-ylcarbamoyl)-1H-indole-5-carboxylic acid in 10 ml DMF sequentially 0.4 ml EtOH, 110 mg DMAP and 256 mg DCC were added and the reaction mixture was stirred for 16 h at room temperature. The precipitate was then filtered off and the filtrate was concentrated and purified by chromatography on silica gel eluting with DCM/MeOH/AcOH/H2O 95:3:0.5:0.5. The fractions containing the product were collected ... Starting materials: ClC1=NC(=CC(=N1)Cl)C (2,4-dichloro-6-methylpyrimidine), CS(=O)(=O)N1CCNCC1 (1-methanesulfonyl-piperazine). The product is ClC1=NC(=NC(=C1)C)N1CCN(CC1)S(=O)(=O)C (4-Chloro-2-(4-methanesulfonyl-piperazin-1-yl)-6-methyl-pyrimidine). Yield: 41.0%. Reaction SMILES: Cl[C:2]1[N:7]=[C:6]([Cl:8])[CH:5]=[C:4]([CH3:9])[N:3]=1.[CH3:10][S:11]([N:14]1[CH2:19][CH2:18][NH:17][CH2:16][CH2:15]1)(=[O:13])=[O:12]>>[Cl:8][C:6]1[CH:5]=[C:4]([CH3:9])[N:3]=[C:2]([N:17]2[CH2:18][CH2:19][N:14]([S:11]([CH3:10])(=[O:13])=[O:12])[CH2:15][CH2:16]2)[N:7]=1. Procedure: Prepared in analogy to example 98a), using 2,4-dichloro-6-methylpyrimidine and 1-methanesulfonyl-piperazine. The title compound was isolated as a yellow solid in a yield of 41%. MS ISP (m/e): 291.1 (100) [(M+H)+]. 1H NMR (DMSO-D6, 300 MHz): δ (ppm)=6.81 (s, 1H), 3.80-3.70 (m, 4H), 3.20-3.15 (m, 4H), 2.90 (s, 3H), 2.26 (s, 3H).